From a dataset of the Open Reaction Database (ORD), a public repository of structured organic reaction records. describe an organic reaction: reactants, conditions, products, and yield The reactants are BrC=1SC2=C(C1)C(=C1C(=C2CC(CCCC)CC)C=CS1)OCC(CCCC)CC (6-bromo-8-(2-ethylhexoxy)-4-(2-ethylhexyl)thieno[2,3-f]benzothiophene), [Cu]C#N (Copper (I) cyanide). The product is C(C)C(COC1=C2C(=C(C=3C=CSC31)CC(CCCC)CC)SC(=C2)C#N)CCCC (4-(2-ethylhexoxy)-8-(2-ethylhexyl)thieno[2,3-f]benzothiophene-2-carbonitrile). Isolated yield 37.5%. RXN SMILES: Br[C:2]1[S:3][C:4]2[C:10]([CH2:11][CH:12]([CH2:17][CH3:18])[CH2:13][CH2:14][CH2:15][CH3:16])=[C:9]3[CH:19]=[CH:20][S:21][C:8]3=[C:7]([O:22][CH2:23][CH:24]([CH2:29][CH3:30])[CH2:25][CH2:26][CH2:27][CH3:28])[C:5]=2[CH:6]=1.[Cu][C:32]#[N:33]>>[CH2:29]([CH:24]([CH2:25][CH2:26][CH2:27][CH3:28])[CH2:23][O:22][C:7]1[C:8]2[S:21][CH:20]=[CH:19][C:9]=2[C:10]([CH2:11][CH:12]([CH2:17][CH3:18])[CH2:13][CH2:14][CH2:15][CH3:16])=[C:4]2[S:3][C:2]([C:32]#[N:33])=[CH:6][C:5]=12)[CH3:30]. Procedure: A dry 100-mL three-neck flask, equipped with a condenser, charged with 6-bromo-8-(2-ethylhexoxy)-4-(2-ethylhexyl)thieno[2,3-f]benzothiophene (4.2 g, 8.2 mmol) and flushed with N2. Deoxygenated pyridine (15 mL, 0.5 M) was then added via syringe. Copper (I) cyanide (2.2 g, 25 mmol) was added to the reaction flask and the mixture was evacuated and refilled with nitrogen three times. The reaction flask was heated to reflux for 48 hours. As the reaction was completed, the reaction mixture was poured ... The reactants are 3D, C(C#C)OC1OCCCC1 (2-(2-propinyloxy)tetrahydro-2H-pyrane), solution, C(CCC)[Li] (butyllithium). Solvent: CCCCCC (hexane), O1CCCC1 (tetrahydrofuran). Yields the product C[C@@]12[C@H](CC[C@H]1[C@@H]1CCC3=CCCC[C@@H]3[C@H]1CC2)O (4-estren-17β-ol), 7F. RXN SMILES: C(O[CH:5]1[CH2:10][CH2:9][CH2:8][CH2:7][O:6]1)C#C.[CH2:11]([Li])[CH2:12][CH2:13][CH3:14]>CCCCCC.O1CCCC1>[CH3:14][C@:13]12[CH2:12][CH2:11][C@H:5]3[C@@H:5]([CH2:11][CH2:12][C:13]4[C@@H:10]3[CH2:9][CH2:8][CH2:7][CH:14]=4)[C@@H:10]1[CH2:9][CH2:8][C@@H:7]2[OH:6]. Procedure details: As described under 3D, 460 mg of 7G is produced from 442 mg of 7F with 1.30 ml of 2-(2-propinyloxy)tetrahydro-2H-pyrane and 5.36 ml of a 15% solution of butyllithium in hexane in 70 ml of tetrahydrofuran. Reactants: Cl.OC(CN1CCNCC1)C1=C(C2=C(C(OC2)=O)C=C1)C (5-[1-hydroxy-2-(piperazin-1-yl)ethyl]-4-methyl-2-benzofuran-1(3H)-one hydrochloride), COC1=C(C#N)C=CC(=C1)CC(C)=O (2-methoxy-4-(2-oxopropyl)benzonitrile). Product: OC(CN1CCN(CC1)C(CC1=CC(=C(C#N)C=C1)OC)C)C1=C(C2=C(C(OC2)=O)C=C1)C (4-(2-{4-[2-hydroxy-2-(4-methyl-1-oxo-1,3-dihydro-2-benzofuran-5-yl)ethyl]piperazin-1-yl}propyl)-2-(methyloxy)benzonitrile). Reaction SMILES: Cl.[OH:2][CH:3]([C:11]1[CH:20]=[CH:19][C:14]2[C:15](=[O:18])[O:16][CH2:17][C:13]=2[C:12]=1[CH3:21])[CH2:4][N:5]1[CH2:10][CH2:9][NH:8][CH2:7][CH2:6]1.[CH3:22][O:23][C:24]1[CH:31]=[C:30]([CH2:32][C:33](=O)[CH3:34])[CH:29]=[CH:28][C:25]=1[C:26]#[N:27]>>[OH:2][CH:3]([C:11]1[CH:20]=[CH:19][C:14]2[C:15](=[O:18])[O:16][CH2:17][C:13]=2[C:12]=1[CH3:21])[CH2:4][N:5]1[CH2:10][CH2:9][N:8]([CH:33]([CH3:34])[CH2:32][C:30]2[CH:29]=[CH:28][C:25]([C:26]#[N:27])=[C:24]([O:23][CH3:22])[CH:31]=2)[CH2:7][CH2:6]1 |f:0.1|. Reported procedure: 4-(2-{4-[2-hydroxy-2-(4-methyl-1-oxo-1,3-dihydro-2-benzofuran-5-yl)ethyl]piperazin-1-yl}propyl)-2-(methyloxy)benzonitrile was prepared in a similar fashion as described for the preparation of EXAMPLE 38 starting from 5-[1-hydroxy-2-(piperazin-1-yl)ethyl]-4-methyl-2-benzofuran-1(3H)-one hydrochloride and 2-methoxy-4-(2-oxopropyl)benzonitrile.